This data is from the Open Reaction Database (ORD), a public repository of structured organic reaction records. The task is: describe an organic reaction: reactants, conditions, products, and yield Starting materials: BrC=1C=C2C(=NC1)NC=C2 (5-bromo-1H-pyrrolo[2,3-b]pyridine), [Cl-].[Cl-].[Cl-].[Al+3] (aluminum trichloride), FC1=C(C(=O)Cl)C=CC=C1[N+](=O)[O-] (2-fluoro-3-nitro-benzoyl chloride). Solvent: [N+](=O)([O-])C (nitromethane), [N+](=O)([O-])C (nitromethane). Reaction conditions: temperature 45 celsius, time 30 minute. Product: BrC=1C=C2C(=NC1)NC=C2C(=O)C2=C(C(=CC=C2)[N+](=O)[O-])F ((5-bromo-1H-pyrrolo[2,3-b]pyridin-3-yl)-(2-fluoro-3-nitro-phenyl)-methanone). Yield: 16.2%. As a reaction SMILES: [Br:1][C:2]1[CH:3]=[C:4]2[CH:10]=[CH:9][NH:8][C:5]2=[N:6][CH:7]=1.[Cl-].[Cl-].[Cl-].[Al+3].[F:15][C:16]1[C:24]([N+:25]([O-:27])=[O:26])=[CH:23][CH:22]=[CH:21][C:17]=1[C:18](Cl)=[O:19]>[N+](C)([O-])=O>[Br:1][C:2]1[CH:3]=[C:4]2[C:10]([C:18]([C:17]3[CH:21]=[CH:22][CH:23]=[C:24]([N+:25]([O-:27])=[O:26])[C:16]=3[F:15])=[O:19])=[CH:9][NH:8][C:5]2=[N:6][CH:7]=1 |f:1.2.3.4|. Procedure: 5-Bromo-1H-pyrrolo[2,3-b]pyridine (4, 0.525 g, 2.66 mmol) is combined with aluminum trichloride (2.05 g, 15.4 mmol) and 10 mL of nitromethane. 2-Fluoro-3-nitro-benzoyl chloride (17, 0.521 g, 2.56 mmol) in 5 mL of nitromethane is added and the reaction is heated at 45° C. for 6 hours. The reaction is quenched by slowly adding 5 mL of methanol. The resulting precipitate is collected by filtration and combined with ethyl acetate, water and celite, then stirred for 30 minutes and filtered. The organ... The product is C(#N)C1=C(SC2=C1CCC(C2)NCC2=C(C=C(C=C2)Cl)Cl)NC(C(CC)CC)=O (N-{3-Cyano-6-[(2,4-dichlorobenzyl)amino]-4,5,6,7-tetrahydro-1-benzothien-2-yl}-2-ethylbutanamide). Solvent: ClCCl (dichloromethane). Procedure details: To a solution of the intermediate isolated in Step C in 100 mL of dichloromethane was added 1.41 mL (12.0 mL) of 1-(2,4-dichlorophenyl)methanamine, followed by 2.54 g (12.0 mmol) of sodium triacetoxyborohydride, and 0.960 mL (16.0 mmol) of acetic acid. After 16 h at ambient temperature, the reaction was quenched with an equal volume of saturated aqueous NaHCO3. The mixture was extracted twice with dichloromethane, and the combined organic layers were dried (Na2SO4), and concentrated in vacuo, af... Reaction SMILES: [C:1]([C:3]1[C:7]2[CH2:8][CH2:9][C:10](=O)[CH2:11][C:6]=2[S:5][C:4]=1[NH:13][C:14](=[O:20])[CH:15]([CH2:18][CH3:19])[CH2:16][CH3:17])#[N:2].[Cl:21][C:22]1[CH:27]=[C:26]([Cl:28])[CH:25]=[CH:24][C:23]=1[CH2:29][NH2:30].C(O[BH-](OC(=O)C)OC(=O)C)(=O)C.[Na+].C(O)(=O)C>ClCCl>[C:1]([C:3]1[C:7]2[CH2:8][CH2:9][CH:10]([NH:30][CH2:29][C:23]3[CH:24]=[CH:25][C:26]([Cl:28])=[CH:27][C:22]=3[Cl:21])[CH2:11][C:6]=2[S:5][C:4]=1[NH:13][C:14](=[O:20])[CH:15]([CH2:18][CH3:19])[CH2:16][CH3:17])#[N:2] |f:2.3|. Run at time 16 hour. Starting materials: C(#N)C1=C(SC2=C1CCC(C2)=O)NC(C(CC)CC)=O (N-(3-Cyano-6-oxo-4,5,6,7-tetrahydro-1-benzothien-2-yl)-2-ethylbutanamide), ClC1=C(C=CC(=C1)Cl)CN (1-(2,4-dichlorophenyl)methanamine), C(C)(=O)O (acetic acid), C(C)(=O)O[BH-](OC(C)=O)OC(C)=O.[Na+] (sodium triacetoxyborohydride). As a reaction SMILES: [Cl:15][c:16]1[cH:17][cH:18][c:19](-[n:22]2[n:23][n:24][nH:25][c:26]2=[O:27])[cH:20][cH:21]1.[F:1][c:2]1[c:3]([C:9]2([CH:12]([CH3:13])[OH:14])[O:10][CH2:11]2)[cH:4][cH:5][c:6]([F:8])[cH:7]1>>[F:1][c:2]1[c:3]([C:9]2([CH:12]([CH3:13])[n:25]3[n:24][n:23][n:22](-[c:19]4[cH:18][cH:17][c:16]([Cl:15])[cH:21][cH:20]4)[c:26]3=[O:27])[O:10][CH2:11]2)[cH:4][cH:5][c:6]([F:8])[cH:7]1. The reactants are O=c1[nH]nnn1-c1ccc(Cl)cc1, CC(O)C1(c2ccc(F)cc2F)CO1. Yields the product CC(n1nnn(-c2ccc(Cl)cc2)c1=O)C1(c2ccc(F)cc2F)CO1. Run in C(Cl)Cl (methylene chloride). RXN SMILES: [Cl:1][CH2:2][C:3]([NH:5][C:6]1[S:7][CH:8]=[C:9](/[C:11](=[N:32]/[O:33][CH3:34])/[C:12]([NH:14][C:15]2(SC)[CH2:19][O:18][N:17]([C:20]3([C:26]([O-:28])=[O:27])[CH2:24][CH2:23][C:22](=[O:25])[O:21]3)[C:16]2=[O:29])=[O:13])[N:10]=1)=[O:4].Cl[C:36]1[CH:41]=[CH:40][CH:39]=[C:38]([C:42](OO)=O)[CH:37]=1>C(Cl)Cl>[Cl:1][CH2:2][C:3]([NH:5][C:6]1[S:7][CH:8]=[C:9](/[C:11](=[N:32]/[O:33][CH3:34])/[C:12]([NH:14][CH:15]2[CH2:19][O:18][N:17]([C:20]3([C:26]([O:28][CH:42]([C:36]4[CH:41]=[CH:40][CH:39]=[CH:38][CH:37]=4)[C:38]4[CH:39]=[CH:40][CH:41]=[CH:36][CH:37]=4)=[O:27])[CH2:24][CH2:23][C:22](=[O:25])[O:21]3)[C:16]2=[O:29])=[O:13])[N:10]=1)=[O:4]. Yield: 62.9%. Reported procedure: In 4 ml of dry methylene chloride was dissolved 210 mg of 2-{(4RS)-4-[2-(2-chloroacetamido-4-thiazolyl)-(Z)-2(methoxyimino)acetamido]-4-methylthio-3-oxo-2-isoxazolidinyl}-5-oxo-2-tetrahydrofuran carboxylate. To the solution was added 145 mg of m-chloroperbenzoic acid, and the reaction was allowed to proceed at room temperature for 20 hours. The reaction solution was concentrated under reduced pressure, and the concentrate was dissolved in ethyl acetate. The solution was washed with an aqueous so... The reactants are ClCC(=O)NC=1SC=C(N1)/C(/C(=O)NC1(C(N(OC1)C1(OC(CC1)=O)C(=O)[O-])=O)SC)=N/OC (2-{(4RS)-4-[2-(2-chloroacetamido-4-thiazolyl)-(Z)-2(methoxyimino)acetamido]-4-methylthio-3-oxo-2-isoxazolidinyl}-5-oxo-2-tetrahydrofuran carboxylate), ClC1=CC(=CC=C1)C(=O)OO (m-chloroperbenzoic acid). Yields the product ClCC(=O)NC=1SC=C(N1)/C(/C(=O)NC1C(N(OC1)C1(OC(CC1)=O)C(=O)OC(C1=CC=CC=C1)C1=CC=CC=C1)=O)=N/OC (diphenylmethyl 2-{4-[2-(2-chloroacetamido-4-thiazolyl}-(Z)-2-(methoxyimino)acetamido]-3-oxo-2-isoxazolidinyl}-5-oxo-2-tetrahydrofuran carboxylate). Conditions: time 20 hour. Starting materials: COCCOCCl (1-methoxy-2-chloromethoxyethane), [H-].[Na+] (NaH), CC=1NC(=C(C(C1C(=O)OC)C1=CC(=CC=C1)[N+](=O)[O-])C(=O)OC)C (2,6-dimethyl-3,5-di(carbomethoxy)-4-(3-nitrophenyl)-1,4-dihydropyridine). Run in CN(C)C=O (DMF). Reaction conditions: temperature 25 celsius. The product is COCCOCN1C(=C(C(C(=C1C)C(=O)OC)C1=CC(=CC=C1)[N+](=O)[O-])C(=O)OC)C (1-(2-methoxyethoxy)methyl-2,6-dimethyl-3,5-di(carbomethoxy)-4-(3-nitrophenyl)-1,4-dihydropyridine). As a reaction SMILES: [CH3:1][C:2]1[NH:3][C:4]([CH3:25])=[C:5]([C:21]([O:23][CH3:24])=[O:22])[CH:6]([C:12]2[CH:17]=[CH:16][CH:15]=[C:14]([N+:18]([O-:20])=[O:19])[CH:13]=2)[C:7]=1[C:8]([O:10][CH3:11])=[O:9].[CH3:26][O:27][CH2:28][CH2:29][O:30][CH2:31]Cl.[H-].[Na+]>CN(C=O)C>[CH3:26][O:27][CH2:28][CH2:29][O:30][CH2:31][N:3]1[C:4]([CH3:25])=[C:5]([C:21]([O:23][CH3:24])=[O:22])[CH:6]([C:12]2[CH:17]=[CH:16][CH:15]=[C:14]([N+:18]([O-:20])=[O:19])[CH:13]=2)[C:7]([C:8]([O:10][CH3:11])=[O:9])=[C:2]1[CH3:1] |f:2.3|. Procedure: The presently preferred method for preparing compounds of the invention is set forth in Scheme VI. An intermediate dihydropyridine diester derivative of formula 16 is prepared by means known in the art, e.g., by following the Hantzch method (Ann. Chim., 215, 1 (1882)), using reactants selected to provide the desired R1, R2, R3, X1, and X2 substitutions. The diester is then N-protected by mixing with a slight molar excess (preferably between 1.1 and 1.3 moles per mole of compound of formula 16) α... Reactants: ClC1=C(C=NC2=CC=C(C=C12)[N+](=O)[O-])C#N (4-chloro-6-nitro-3-quinolinecarbonitrile), NC=1C=C2C=CNC2=CC1 (5-aminoindole). Solvent: C(C)O (ethanol). Yields the product N1C=CC2=CC(=CC=C12)NC1=C(C=NC2=CC=C(C=C12)[N+](=O)[O-])C#N (4-(1H-Indol-5-ylamino)-6-nitro-quinoline-3-carbonitrile). Reaction SMILES: Cl[C:2]1[C:11]2[C:6](=[CH:7][CH:8]=[C:9]([N+:12]([O-:14])=[O:13])[CH:10]=2)[N:5]=[CH:4][C:3]=1[C:15]#[N:16].[NH2:17][C:18]1[CH:19]=[C:20]2[C:24](=[CH:25][CH:26]=1)[NH:23][CH:22]=[CH:21]2>C(O)C>[NH:23]1[C:24]2[C:20](=[CH:19][C:18]([NH:17][C:2]3[C:11]4[C:6](=[CH:7][CH:8]=[C:9]([N+:12]([O-:14])=[O:13])[CH:10]=4)[N:5]=[CH:4][C:3]=3[C:15]#[N:16])=[CH:26][CH:25]=2)[CH:21]=[CH:22]1. Reported procedure: A mixture of 5.00 g (21.5 mmol) 4-chloro-6-nitro-3-quinolinecarbonitrile, 200 ml ethanol, and 3.40 g (25.8 mmol) 5-aminoindole was heated to reflux under N2 for 3.5 hours. Removed heat, made basic with saturated sodium bicarbonate and stripped solvents, azeotroping with ethanol. Collected solids and washed with hexane, then water. Dissolved solids in 200 ml ethyl acetate, added Darco and filtered. Stripped solvent and dried in vacuo overnight (50° C.). Washed twice more with ether to removed sta... The reactants are aqueous solution, [OH-].[K+] (potassium hydroxide), [H-].[Al+3].[Li+].[H-].[H-].[H-] (lithium aluminum hydride), NC=1C=C2CCC(NC2=CC1)=O (6-amino-3,4-dihydro-2(1H)-quinolinone), C(C1=CC=CC=C1)N1C(=NC2=C1C=C(C=C2)Cl)C(=O)OC (methyl 1-benzyl-6-chlorobenzimidazol-2-carboxylate). Solvent: O (water), C(C)O (ethanol), C(C)(=O)OCC (ethyl acetate), O1CCCC1 (tetrahydrofuran). Run at time 8 hour. The product is C(C1=CC=CC=C1)N1C(=NC2=C1C=C(C=C2)Cl)C(=O)NC=2C=C1CCC(NC1=CC2)=O (1-benzyl-6-chloro-2-(3,4-dihydro-2(1H)-quinolinon-6-ylaminocarbonyl)benzimidazole). The yield is 7.7%. RXN SMILES: [H-].[Al+3].[Li+].[H-].[H-].[H-].[NH2:7][C:8]1[CH:9]=[C:10]2[C:15](=[CH:16][CH:17]=1)[NH:14][C:13](=[O:18])[CH2:12][CH2:11]2.[CH2:19]([N:26]1[C:30]2[CH:31]=[C:32]([Cl:35])[CH:33]=[CH:34][C:29]=2[N:28]=[C:27]1[C:36](OC)=[O:37])[C:20]1[CH:25]=[CH:24][CH:23]=[CH:22][CH:21]=1.[OH-].[K+]>O1CCCC1.C(OCC)(=O)C.C(O)C.O>[CH2:19]([N:26]1[C:30]2[CH:31]=[C:32]([Cl:35])[CH:33]=[CH:34][C:29]=2[N:28]=[C:27]1[C:36]([NH:7][C:8]1[CH:9]=[C:10]2[C:15](=[CH:16][CH:17]=1)[NH:14][C:13](=[O:18])[CH2:12][CH2:11]2)=[O:37])[C:20]1[CH:21]=[CH:22][CH:23]=[CH:24][CH:25]=1 |f:0.1.2.3.4.5,8.9|. Procedure: 130 Milligrams of lithium aluminum hydride was suspended in 70 ml of tetrahydrofuran, then 2.2 g of 6-amino-3,4-dihydro-2(1H)-quinolinone was added gradually thereto, and the mixture was stirred at room temperature overnight. The reaction mixture was further stirred for 2 hours under refluxing condition, then 1 g of methyl 1-benzyl-6-chlorobenzimidazol-2-carboxylate was added, the reaction was continued by refluxing for 3 hours. After the reaction was finished, then water and 10% aqueous solutio...